Dataset: the Open Reaction Database (ORD), a public repository of structured organic reaction records. Task: describe an organic reaction: reactants, conditions, products, and yield The reactants are C(C(=O)Cl)(=O)Cl (oxalyl chloride), amine, C(C)S(=O)(=O)CCC12CCC(CC1)(CC2)C(=O)O (4-[2-(ethylsulfonyl)ethyl]bicyclo[2.2.2]octane-1-carboxylic acid), CN (methylamine). Yields the product C(C)S(=O)(=O)CCC12CCC(CC1)(CC2)C(=O)NC (4-[2-(ethylsulfonyl)ethyl]-N-methylbicyclo[2.2.2]octane-1-carboxamide). RXN SMILES: [CH2:1]([S:3]([CH2:6][CH2:7][C:8]12[CH2:15][CH2:14][C:11]([C:16]([OH:18])=O)([CH2:12][CH2:13]1)[CH2:10][CH2:9]2)(=[O:5])=[O:4])[CH3:2].C(Cl)(=O)C(Cl)=O.[CH3:25][NH2:26]>C(Cl)Cl.CN(C=O)C>[CH2:1]([S:3]([CH2:6][CH2:7][C:8]12[CH2:15][CH2:14][C:11]([C:16]([NH:26][CH3:25])=[O:18])([CH2:12][CH2:13]1)[CH2:10][CH2:9]2)(=[O:5])=[O:4])[CH3:2]. Run at time 90 minute. Reported procedure: Carboxylic acid 10-4 (810 mg, 2.96 mmol) was dissolved in 12 mL of anhydrous methylene chloride under nitrogen atmosphere, treated with oxalyl chloride (2M in methylene chloride, 4.4 mL, 8.8 mmol) and subsequently with 5 drops of DMF. The reaction was stirred at room temperature under nitrogen atmosphere for 90 min, then evaporated and placed under vacuum for 20 mnin. The acid chloride was dissolved in anhydrous methylene chloride (12 mL), cooled in an ice-bath, and then treated dropwise with a ... The reagents and catalysts are CN(C)C=O (DMF). Run in C(Cl)Cl (methylene chloride). The reactants are CN1[C@@H](CCC1)COC=1C=[N+](C=C(C1)Br)[O-] (3-((1-methyl-2-(S)-pyrrolidinyl)methoxy)-5bromo-pyridine-N-oxide), [C-]#N.[Na+] (sodium cyanide). Run in CN(C)C=O (DMF), O (water). Product: CN1[C@@H](CCC1)COC=1C=[N+](C=C(C1)C#N)[O-] (3-((1-methyl-2-(S)-pyrrolidinyl)methoxy)-5-cyan-pyridine-N-oxide). RXN SMILES: [CH3:1][N:2]1[CH2:6][CH2:5][CH2:4][C@H:3]1[CH2:7][O:8][C:9]1[CH:10]=[N+:11]([O-:16])[CH:12]=[C:13](Br)[CH:14]=1.[C-:17]#[N:18].[Na+]>CN(C=O)C.O>[CH3:1][N:2]1[CH2:6][CH2:5][CH2:4][C@H:3]1[CH2:7][O:8][C:9]1[CH:10]=[N+:11]([O-:16])[CH:12]=[C:13]([C:17]#[N:18])[CH:14]=1 |f:1.2|. Procedure: A sample of 3-((1-methyl-2-(S)-pyrrolidinyl)methoxy)-5bromo-pyridine-N-oxide, from Example 98a above, is reacted with sodium cyanide in DMF and water according to standard procedures. The solvents are removed, and the product is extracted, then purified by chromatography on silica gel.